From a dataset of the Open Reaction Database (ORD), a public repository of structured organic reaction records. describe an organic reaction: reactants, conditions, products, and yield The reactants are OC(C#N)(C)C1=CC(=CC=C1)[N+](=O)[O-] (2-hydroxy-2-(3-nitrophenyl)propanenitrile), C(C)N(CC)S(F)(F)F ((diethylamino)sulfur trifluoride). Run in solution, C(Cl)Cl (CH2Cl2). Run at time 8 hour. The product is FC(C#N)(C)C1=CC(=CC=C1)[N+](=O)[O-] (2-fluoro-2-(3-nitrophenyl)propanenitrile). The yield is 79.9%. Reaction SMILES: O[C:2]([C:6]1[CH:11]=[CH:10][CH:9]=[C:8]([N+:12]([O-:14])=[O:13])[CH:7]=1)([CH3:5])[C:3]#[N:4].C(N(S(F)(F)[F:21])CC)C>C(Cl)Cl>[F:21][C:2]([C:6]1[CH:11]=[CH:10][CH:9]=[C:8]([N+:12]([O-:14])=[O:13])[CH:7]=1)([CH3:5])[C:3]#[N:4]. Reported procedure: To a cooled solution (T=−60° C.) of 2-hydroxy-2-(3-nitrophenyl)propanenitrile (1.11 g, 5.8 mmol) in dry CH2Cl2 (60 ml), (diethylamino)sulfur trifluoride (0.8 mL, 6.0 mmol) was added under vigorous stirring. The resulting reaction mixture was left stirring at room temperature overnight. The reaction mixture was diluted with a buffer solution (pH=5.0) (10 ml), trasferred into a separator funnel and the two phases were debated and separated. The aqueous one was extracted with water (3×10 mL); the c...